This data is from the Open Reaction Database (ORD), a public repository of structured organic reaction records. The task is: describe an organic reaction: reactants, conditions, products, and yield Starting materials: ClC1=CC=C(C=C1)C1=NC(=NC=C1)S(=O)(=O)C (4-(4-chlorophenyl)-2-(methylsulfonyl)pyrimidine), NC1=CC=C(C(=O)N)C=C1 (4-aminobenzamide). Solvent: CC(C)O (2-propanol). The product is ClC1=CC=C(C=C1)C1=NC(=NC=C1)NC1=CC=C(C(=O)N)C=C1 (4-{(4-(4-chlorophenyl)pyrimidin-2-yl)amino}benzamide). Reaction SMILES: [Cl:1][C:2]1[CH:7]=[CH:6][C:5]([C:8]2[CH:13]=[CH:12][N:11]=[C:10](S(C)(=O)=O)[N:9]=2)=[CH:4][CH:3]=1.[NH2:18][C:19]1[CH:27]=[CH:26][C:22]([C:23]([NH2:25])=[O:24])=[CH:21][CH:20]=1>CC(O)C>[Cl:1][C:2]1[CH:7]=[CH:6][C:5]([C:8]2[CH:13]=[CH:12][N:11]=[C:10]([NH:18][C:19]3[CH:27]=[CH:26][C:22]([C:23]([NH2:25])=[O:24])=[CH:21][CH:20]=3)[N:9]=2)=[CH:4][CH:3]=1. Reported procedure: To a solution of 4-(4-chlorophenyl)-2-(methylsulfonyl)pyrimidine (0.10 g, 0.37 mmol) and 4-aminobenzamide in 2-propanol (3 ml) was heated to 120° C. in a sealed vessel for 14 hours. The crude material was concentrated and purified by preparative HPLC to provide the title compound as a beige solid: LC/MS Retention Time; 6.30 min (Method A), M+1; 325. RXN SMILES: [CH3:1][O:2][c:3]1[cH:4][c:5]2[c:6]([cH:14][cH:15]1)[NH:7][C:8](=[O:13])[NH:9][S:10]2(=[O:11])=[O:12].[Na+:17].[OH-:16].[S:18](=[O:19])(=[O:20])([OH:21])[OH:22]>>[CH3:1][O:2][c:3]1[cH:4][c:5]([S:10]([NH2:9])(=[O:11])=[O:12])[c:6]([NH2:7])[cH:14][cH:15]1. The product is COc1ccc(N)c(S(N)(=O)=O)c1. Starting materials: COc1ccc2c(c1)S(=O)(=O)NC(=O)N2, [Na+], [OH-], O=S(=O)(O)O. The reactants are C(C)(C)(C)OC(=O)NC(C(=O)O)CC1=C(C=CC=C1)F (2-tert-butoxycarbonylamino-3-(2-fluoro-phenyl)-propionic acid), S1CNCC1 (thiazolidine), C(CCl)Cl (EDC). The reagents and catalysts are CN(C1=CC=NC=C1)C (4-dimethylamino-pyridine). The solvent is ClCCl (dichloromethane), C(Cl)(Cl)Cl (chloroform). Reaction conditions: time 8 hour. Yields the product C(C)(C)(C)OC(NC(C(N1CSCC1)=O)CC1=C(C=CC=C1)F)=O ((±)-[1-(2-Fluorobenzyl)-2-oxo-2-thiazolidin-3-yl-ethyl]-carbamic acid tert-butyl ester). Yield: 62.2%. RXN SMILES: [C:1]([O:5][C:6]([NH:8][CH:9]([CH2:13][C:14]1[CH:19]=[CH:18][CH:17]=[CH:16][C:15]=1[F:20])[C:10]([OH:12])=O)=[O:7])([CH3:4])([CH3:3])[CH3:2].[S:21]1[CH2:25][CH2:24][NH:23][CH2:22]1.C(Cl)CCl>CN(C)C1C=CN=CC=1.ClCCl.C(Cl)(Cl)Cl>[C:1]([O:5][C:6](=[O:7])[NH:8][CH:9]([CH2:13][C:14]1[CH:19]=[CH:18][CH:17]=[CH:16][C:15]=1[F:20])[C:10](=[O:12])[N:23]1[CH2:24][CH2:25][S:21][CH2:22]1)([CH3:2])([CH3:3])[CH3:4]. Procedure: To a mixture of 2-tert-butoxycarbonylamino-3-(2-fluoro-phenyl)-propionic acid (0.50 g, 1.77 mmol), thiazolidine (0.15 mL, 1.94 mmol) and 4-dimethylamino-pyridine (0.21 g, 1.77 mmol) in dichloromethane (15 mL) was added EDC (0.44 g, 2.31 mmol). The reaction mixture was stirred at room temperature overnight, diluted with chloroform, washed with 2 N HCl, water and brine, dried over magnesium sulfate and concentrated. The product was purified by flash-chromatography (30% acetone in hexanes) and obta... The yield is 56.1%. Reported procedure: A mixture of 6-chloro-3-propyl-1-[[2'-(N-trityltetrazol-5-yl)biphenyl-4-yl]methyl]pyrimidine-2,4(1H,3H)-dione (0.6 g), methylmercaptan (15%, 0.51 g) and potassium carbonate (0.13 g) in acetonitrile (10 ml) was heated under reflux for 6 hours with stirring. The insoluble material was removed from the reaction mixture by filtration and the filtrate was concentrated to dryness. The resulting residue was dissolved in methanol (15 ml) and then 1N hydrochloric acid (1 ml) was added to the solution, fo... Yields the product CSC1=CC(N(C(N1CC1=CC=C(C=C1)C1=C(C=CC=C1)C1=NN=NN1)=O)CCC)=O (6-Methylthio-3-propyl-1-[[2'-(1H-tetrazol-5-yl)biphenyl-4-yl]methyl]pyrimidine -2,4(1H,3H)-dione). RXN SMILES: Cl[C:2]1[N:7]([CH2:8][C:9]2[CH:14]=[CH:13][C:12]([C:15]3[CH:20]=[CH:19][CH:18]=[CH:17][C:16]=3[C:21]3[N:25](C(C4C=CC=CC=4)(C4C=CC=CC=4)C4C=CC=CC=4)[N:24]=[N:23][N:22]=3)=[CH:11][CH:10]=2)[C:6](=[O:45])[N:5]([CH2:46][CH2:47][CH3:48])[C:4](=[O:49])[CH:3]=1.[CH3:50][SH:51].C(=O)([O-])[O-].[K+].[K+]>C(#N)C>[CH3:50][S:51][C:2]1[N:7]([CH2:8][C:9]2[CH:14]=[CH:13][C:12]([C:15]3[CH:20]=[CH:19][CH:18]=[CH:17][C:16]=3[C:21]3[NH:25][N:24]=[N:23][N:22]=3)=[CH:11][CH:10]=2)[C:6](=[O:45])[N:5]([CH2:46][CH2:47][CH3:48])[C:4](=[O:49])[CH:3]=1 |f:2.3.4|. Starting materials: ClC1=CC(N(C(N1CC1=CC=C(C=C1)C1=C(C=CC=C1)C1=NN=NN1C(C1=CC=CC=C1)(C1=CC=CC=C1)C1=CC=CC=C1)=O)CCC)=O (6-chloro-3-propyl-1-[[2'-(N-trityltetrazol-5-yl)biphenyl-4-yl]methyl]pyrimidine-2,4(1H,3H)-dione), CS (methylmercaptan), C([O-])([O-])=O.[K+].[K+] (potassium carbonate). Run in C(C)#N (acetonitrile). Starting materials: CC(C)(C)OC(=O)N1CCC(Oc2cc(N3CCc4cc(S(C)(=O)=O)ccc43)ncn2)CC1, ClCCl, O=C(O)C(F)(F)F. Yields the product CS(=O)(=O)c1ccc2c(c1)CCN2c1cc(OC2CCNCC2)ncn1. As a reaction SMILES: [C:1]([O:2][C:3](=[O:4])[N:8]1[CH2:9][CH2:10][CH:11]([O:14][c:15]2[n:16][cH:17][n:18][c:19]([N:21]3[CH2:22][CH2:23][c:24]4[cH:25][c:26]([S:30](=[O:31])(=[O:32])[CH3:33])[cH:27][cH:28][c:29]43)[cH:20]2)[CH2:12][CH2:13]1)([CH3:5])([CH3:6])[CH3:7].[Cl:41][CH2:42][Cl:43].[OH:34][C:35]([C:36]([F:37])([F:38])[F:39])=[O:40]>>[NH:8]1[CH2:9][CH2:10][CH:11]([O:14][c:15]2[n:16][cH:17][n:18][c:19]([N:21]3[CH2:22][CH2:23][c:24]4[cH:25][c:26]([S:30](=[O:31])(=[O:32])[CH3:33])[cH:27][cH:28][c:29]43)[cH:20]2)[CH2:12][CH2:13]1. The reactants are C1(=CC=CC=C1)[Si](C1CCC(CC1)=O)(C)C (4-(phenyldimethylsilyl)cyclohexanone), C(#N)NC(=N)N (cyanoguanidine). The product is NC1=NC=2CCC(C(C2C(=N1)N)[SiH](C)C)C1=CC=CC=C1 (2,4-diamino-6-phenyldimethylsilyl-5,6,7,8-tetrahydroquinazoline). As a reaction SMILES: C1([Si:7]([CH3:16])([CH3:15])[CH:8]2[CH2:13][CH2:12][C:11](=O)[CH2:10][CH2:9]2)C=CC=CC=1.[C:17]([NH:19][C:20]([NH2:22])=[NH:21])#[N:18]>>[NH2:21][C:20]1[N:19]=[C:17]([NH2:18])[C:9]2[CH:8]([SiH:7]([CH3:15])[CH3:16])[CH:13]([C:8]3[CH:13]=[CH:12][CH:11]=[CH:10][CH:9]=3)[CH2:12][CH2:11][C:10]=2[N:22]=1. Procedure details: When the bridging group n is --Si(CH3)2 --, the Grignard reagent of 8-bromo-1,4-dioxaspiro[4.5]decane is reacted with, for example, chlorodimethylphenylsilane, affording 8-phenyldimethylsilyl-1,4-dioxaspiro[4.5]decane. The 1,4-dioxaspiro functional group is then cleaved from the so-prepared molecule with acetic acid and water, yielding the corresponding 4-(phenyldimethylsilyl)cyclohexanone. The cyclohexanone is then reacted with cyanoguanidine, affording the target 2,4-diamino-6-phenyldimethylsi...